From a dataset of the Open Reaction Database (ORD), a public repository of structured organic reaction records. describe an organic reaction: reactants, conditions, products, and yield The reactants are C[Al](C)C (trimethylaluminum), COC1=CC=C(C=C1)N (p-Anisidine), NC1=C(SC=C1C1=CC=CC=C1)C(=O)OC (methyl 3-amino-4-phenylthiophene-2-carboxylate). The solvent is C1(=CC=CC=C1)C (toluene). Run at temperature 120 celsius, time 10 minute. Product: NC1=C(SC=C1C1=CC=CC=C1)C(=O)NC1=CC=C(C=C1)OC (3-Amino-N-(4-methoxyphenyl)-4-phenylthiophene-2-carboxamide). The yield is 85.7%. Reaction SMILES: [CH3:1][O:2][C:3]1[CH:8]=[CH:7][C:6]([NH2:9])=[CH:5][CH:4]=1.C[Al](C)C.[NH2:14][C:15]1[C:19]([C:20]2[CH:25]=[CH:24][CH:23]=[CH:22][CH:21]=2)=[CH:18][S:17][C:16]=1[C:26](OC)=[O:27]>C1(C)C=CC=CC=1>[NH2:14][C:15]1[C:19]([C:20]2[CH:25]=[CH:24][CH:23]=[CH:22][CH:21]=2)=[CH:18][S:17][C:16]=1[C:26]([NH:9][C:6]1[CH:7]=[CH:8][C:3]([O:2][CH3:1])=[CH:4][CH:5]=1)=[O:27]. Procedure details: p-Anisidine (29 mg, 0.24 mmol) was dissolved in toluene (2 ml) in a reaction vessel, and trimethylaluminum (2 M in TIIF, 0.12 ml) was added thereto at 0° C. After stirring for 10 min, to the mixture was added methyl 3-amino-4-phenylthiophene-2-carboxylate (50 mg, 0.21 mmol). The resulting mixture was heated to reflux at 120° C. for 16 hr. The completion of the reaction was confirmed by TLC. The reaction mixture was allowed to cool to room temperature, extracted with EtOAc, dried over anhydrous M...